From a dataset of the Open Reaction Database (ORD), a public repository of structured organic reaction records. describe an organic reaction: reactants, conditions, products, and yield Reactants: C(C)(=O)O (acetic acid), C1=CC=CC=2OC3=CC=CC=C3SC12 (phenoxathiin), OO (hydrogen peroxide). Run in O (water). Reaction conditions: time 7 day. Product: C1=CC=CC=2OC3=CC=CC=C3S(C12)=O (phenoxathiin-S-oxide). Isolated yield 83.0%. As a reaction SMILES: C(O)(=[O:3])C.[CH:5]1[C:18]2[S:17][C:16]3[C:11](=[CH:12][CH:13]=[CH:14][CH:15]=3)[O:10][C:9]=2[CH:8]=[CH:7][CH:6]=1.OO>O>[CH:5]1[C:18]2[S:17](=[O:3])[C:16]3[C:11](=[CH:12][CH:13]=[CH:14][CH:15]=3)[O:10][C:9]=2[CH:8]=[CH:7][CH:6]=1. Procedure: Into 1600 g of acetic acid was dissolved 100 g (0.5 mole) of phenoxathiin, and 48.5 g (0.5 mole) of an aqueous hydrogen peroxide (35%) was added into it dropwise at room temperature. The mixture was agitated at room temperature for 7 days, and then added by 3,000 g of water to precipitate white crystals. They were collected by filtration and dried under reduced pressure to obtain the intended compound. The amount of the white crystals was 90 g and the yield was 83%. Starting materials: [N+](=O)([O-])C=1C=C(NC1)C(=O)OC (methyl 4-nitropyrrole-2-carboxylate), [K] (potassium), C([O-])([O-])=O (carbonate), ICC(CC)C (iodo-2-methylbutane). Run in CC(=O)C (acetone). Product: CC(CN1C(=CC(=C1)[N+](=O)[O-])C(=O)OC)CC (Methyl N-2-methyl-butyl-4-nitropyrrole-2-carboxylate). Isolated yield 70.0%. RXN SMILES: [N+:1]([C:4]1[CH:5]=[C:6]([C:9]([O:11][CH3:12])=[O:10])[NH:7][CH:8]=1)([O-:3])=[O:2].[K].C(=O)([O-])[O-].I[CH2:19][CH:20]([CH3:23])[CH2:21][CH3:22]>CC(C)=O>[CH3:19][CH:20]([CH2:21][CH3:22])[CH2:23][N:7]1[CH:8]=[C:4]([N+:1]([O-:3])=[O:2])[CH:5]=[C:6]1[C:9]([O:11][CH3:12])=[O:10] |^1:12|. Reported procedure: Methyl 3-nitropyrrole-2-carboxylate (22) (2.7 g, 15.9 mmol), potassium, carbonate (6.5 g), and iodo-2-methylbutane (5.2 ml) were dissolved in 100 ml of acetone and refluxed for 10 hours. The reaction mixture was then cooled to room temperature, concentrated in vacuo, partitioned between 200 ml of dichloromethane and 200 ml of water and extracted with dichloromethane (2×200 ml). The combined organic layers were dried (sodium sulfate) and concentrated in vacuo. The resulting yellow oil was purifie... The reactants are C(C1=CC=CC=C1)N1CCC=2NC=3C=CC(=CC3C2CC1)C1=CC=C(C=C1)OC (3-benzyl-9-(4-methoxyphenyl)-1,2,3,4,5,6-hexahydroazepino[4,5-b]indole), Cl (hydrochloric acid). The reagents and catalysts are [Pd] (Pd/C). Solvent: C(C)O (ethanol). Yields the product Cl.COC1=CC=C(C=C1)C1=CC=2C3=C(NC2C=C1)CCNCC3 (9-(4-methoxyphenyl)-1,2,3,4,5,6-hexahydroazepino[4,5-b]indole hydrochloride). Yield: 82.4%. As a reaction SMILES: C([N:8]1[CH2:21][CH2:20][C:19]2[C:18]3[CH:17]=[C:16]([C:22]4[CH:27]=[CH:26][C:25]([O:28][CH3:29])=[CH:24][CH:23]=4)[CH:15]=[CH:14][C:13]=3[NH:12][C:11]=2[CH2:10][CH2:9]1)C1C=CC=CC=1.[ClH:30]>C(O)C.[Pd]>[ClH:30].[CH3:29][O:28][C:25]1[CH:26]=[CH:27][C:22]([C:16]2[CH:15]=[CH:14][C:13]3[NH:12][C:11]4[CH2:10][CH2:9][NH:8][CH2:21][CH2:20][C:19]=4[C:18]=3[CH:17]=2)=[CH:23][CH:24]=1 |f:4.5|. Procedure details: A mixture of 3-benzyl-9-(4-methoxyphenyl)-1,2,3,4,5,6-hexahydroazepino[4,5-b]indole (0.22 g, 0.62 mmol), 1 N hydrochloric acid (0.65 mL, 0.65 mmol) and Pd/C (10%, 0.24 g) in ethanol (50.0 mL) was reacted in a manner similar to Example 8 to give 0.168 g (80%) of a greenish solid: mp 258-260° C.; 1H NMR (400 MHz, DMSO-d6) δ 11.08, 9.62, 7.64, 7.59, 7.31, 6.99, 3.79, 3.37-3.27, 3.22-3.12; IR (drift) 2986, 2957, 2921, 2893, 2829, 2752, 1514, 1476, 1456, 1273, 1250, 1239, 1180, 836, 800 cm−1; MS (EI)... The reagents and catalysts are N1=CC=CC=C1 (pyridine). Reported procedure: By the method of Example 1, Step J, 1.98 g (0.0095 mole) of methyl 2-(3-hydroxymethylphenoxy)propionate and 1.24 g (0.0105 mole) of thionyl chloride were reacted in the presence of five drops of pyridine in 40 mL of methylene chloride, yielding 1.93 g of methyl 2-(3-chloromethylphenoxy)propionate as a yellow liquid. The NMR and IR spectra were consistent With the proposed structure. Reaction SMILES: O[CH2:2][C:3]1[CH:4]=[C:5]([CH:13]=[CH:14][CH:15]=1)[O:6][CH:7]([CH3:12])[C:8]([O:10][CH3:11])=[O:9].S(Cl)([Cl:18])=O>N1C=CC=CC=1.C(Cl)Cl>[Cl:18][CH2:2][C:3]1[CH:4]=[C:5]([CH:13]=[CH:14][CH:15]=1)[O:6][CH:7]([CH3:12])[C:8]([O:10][CH3:11])=[O:9]. Product: ClCC=1C=C(OC(C(=O)OC)C)C=CC1 (methyl 2-(3-chloromethylphenoxy)propionate). Yield: 88.8%. The reactants are OCC=1C=C(OC(C(=O)OC)C)C=CC1 (methyl 2-(3-hydroxymethylphenoxy)propionate), S(=O)(Cl)Cl (thionyl chloride). Run in C(Cl)Cl (methylene chloride). Starting materials: C[Si](C)(C)I, C1=C(c2c[nH]c3cccc(OCC4CC4)c23)CCN(Cc2ccccc2)C1. Product: Oc1cccc2[nH]cc(C3=CCN(Cc4ccccc4)CC3)c12. RXN SMILES: [CH3:28][Si:29]([I:30])([CH3:31])[CH3:32].[CH:1]1([CH2:2][O:5][c:6]2[c:7]3[c:8]([C:15]4=[CH:20][CH2:19][N:18]([CH2:21][c:22]5[cH:23][cH:24][cH:25][cH:26][cH:27]5)[CH2:17][CH2:16]4)[cH:9][nH:10][c:11]3[cH:12][cH:13][cH:14]2)[CH2:3][CH2:4]1>>[OH:5][c:6]1[c:7]2[c:8]([C:15]3=[CH:20][CH2:19][N:18]([CH2:21][c:22]4[cH:23][cH:24][cH:25][cH:26][cH:27]4)[CH2:17][CH2:16]3)[cH:9][nH:10][c:11]2[cH:12][cH:13][cH:14]1. Reactants: ClC1=CC=C(C=C1)C1=N[C@]2(C=3N(C4=C1C(=C(S4)C)C)C(=NN3)C)[C@@H](C2)C=O ((1S,2R)-4′-(4-chlorophenyl)-2′,3′,9′-trimethylspiro[cyclopropane-1,6′-thieno[3,2-f][1,2,4]triazolo[4,3-a][1,4]diazepine]-2-carbaldehyde), CC(C)=CC (2-methylbut-2-ene), Cl(=O)[O-].[Na+] (sodium chlorite), buffer solution. The solvent is CC(C)(C)O (t-BuOH). Run at time 3.5 hour. Yields the product ClC1=CC=C(C=C1)C1=N[C@]2(C=3N(C4=C1C(=C(S4)C)C)C(=NN3)C)[C@@H](C2)C(=O)O ((1S,2R)-4′-(4-Chlorophenyl)-2′,3′,9′-trimethylspiro[cyclopropane-1,6′-thieno[3,2-f][1,2,4]triazolo[4,3-a][1,4]diazepine]-2-carboxylic acid). As a reaction SMILES: [Cl:1][C:2]1[CH:7]=[CH:6][C:5]([C:8]2[C:14]3[C:15]([CH3:19])=[C:16]([CH3:18])[S:17][C:13]=3[N:12]3[C:20]([CH3:23])=[N:21][N:22]=[C:11]3[C@@:10]3([CH2:25][C@H:24]3[CH:26]=[O:27])[N:9]=2)=[CH:4][CH:3]=1.CC(=CC)C.Cl([O-])=[O:34].[Na+]>CC(O)(C)C>[Cl:1][C:2]1[CH:3]=[CH:4][C:5]([C:8]2[C:14]3[C:15]([CH3:19])=[C:16]([CH3:18])[S:17][C:13]=3[N:12]3[C:20]([CH3:23])=[N:21][N:22]=[C:11]3[C@@:10]3([CH2:25][C@H:24]3[C:26]([OH:34])=[O:27])[N:9]=2)=[CH:6][CH:7]=1 |f:2.3|. Procedure details: To a solution of crude (1S,2R)-4′-(4-chlorophenyl)-2′,3′,9′-trimethylspiro[cyclopropane-1,6′-thieno[3,2-f][1,2,4]triazolo[4,3-a][1,4]diazepine]-2-carbaldehyde (298 mg, 0.752 mmol) in t-BuOH (5 mL) was added 2-methylbut-2-ene (1055 mg, 15.04 mmol) and a pH 7 buffer solution (5 mL). Then sodium chlorite was added at rt, and the biphasic reaction was vigorously stirred for 3.5 h. When the starting material was entirely consumed, sat. aq. NH4Cl was added, and the product was extracted with DCM/MeOH ...